This data is from the Open Reaction Database (ORD), a public repository of structured organic reaction records. The task is: describe an organic reaction: reactants, conditions, products, and yield Reactants: CCCC(CCCCCCCC)CC(=O)NC1=CC=CC=C1 (4-Dodecylacetanilide), [N+](=O)(O)[O-] (nitric acid). The solvent is O (water), O (water). Reaction conditions: time 30 minute. The product is [N+](=O)([O-])C(C)CC(CCCCCCCC)CC(=O)NC1=CC=CC=C1 (2-nitro-4-dodecylacetanilide). Isolated yield 2435.1%. RXN SMILES: [CH3:1][CH2:2][CH2:3][CH:4]([CH2:13][C:14]([NH:16][C:17]1[CH:22]=[CH:21][CH:20]=[CH:19][CH:18]=1)=[O:15])[CH2:5][CH2:6][CH2:7][CH2:8][CH2:9][CH2:10][CH2:11][CH3:12].[N+:23]([O-])([OH:25])=[O:24]>O>[N+:23]([CH:2]([CH2:3][CH:4]([CH2:13][C:14]([NH:16][C:17]1[CH:18]=[CH:19][CH:20]=[CH:21][CH:22]=1)=[O:15])[CH2:5][CH2:6][CH2:7][CH2:8][CH2:9][CH2:10][CH2:11][CH3:12])[CH3:1])([O-:25])=[O:24]. Procedure details: 4-Dodecylacetanilide (252 g) was added portionwise over 45 minutes to a stirred solution of nitric acid (density 1.50 g. ml.) (210 ml) and water (23 ml) keeping the temperature between 35° and 40° C. The mixture was stirred for a further 30 minutes, drowned into cold water (1200 ml) and the precipitated solid filtered off, washed acid free with water, dried and recrystallised from ethanol to give 202 g of 2-nitro-4-dodecylacetanilide as fine needles, melting at 71°-2° C. Starting materials: OC1CCNCC1 (4-hydroxypiperidine), ClCCNC(CC)=O (N-(2-chloroethyl)propanamide), OC1CCNCC1 (4-hydroxypiperidine), C([O-])([O-])=O.[Na+].[Na+] (sodium carbonate), CO (methanol). Solvent: C(C)#N (acetonitrile). Yields the product OC1CCN(CC1)CCNC(CC)=O (4-Hydroxy-1-[2-(propionylamino)ethyl]-piperidine). As a reaction SMILES: Cl[CH2:2][CH2:3][NH:4][C:5](=[O:8])[CH2:6][CH3:7].[OH:9][CH:10]1[CH2:15][CH2:14][NH:13][CH2:12][CH2:11]1.C(=O)([O-])[O-].[Na+].[Na+].CO>C(#N)C>[OH:9][CH:10]1[CH2:15][CH2:14][N:13]([CH2:2][CH2:3][NH:4][C:5](=[O:8])[CH2:6][CH3:7])[CH2:12][CH2:11]1 |f:2.3.4|. Procedure details: A mixture of N-(2-chloroethyl)propanamide (27.1 g, 0.20 mol), 4-hydroxypiperidine (20.2 g, 0.20 mol) and anhydrous sodium carbonate (10.6 g, 0.10 mol) in acetonitrile (120 ml) was stirred at reflux under nitrogen for 20 hours. Additional 4-hydroxypiperidine (20.2 g, 0.20 mol) was added and the mixture stirred at reflux for 3 days. After concentrating under reduced pressure, the residue was dissolved in ethyl acetate and a minimum amount of water. The aqueous layer was saturated with sodium chlor...